describe an organic reaction: reactants, conditions, products, and yield From a dataset of the Open Reaction Database (ORD), a public repository of structured organic reaction records. Reactants: OC=1C=C2C=CC(=CC2=CC1)C(=O)O (6-hydroxy-2-naphtoic acid), C(C)(C)N1CCNCC1 (N-isopropyl-piperazine). The product is OC=1C=C2C=CC(=CC2=CC1)C(=O)N1CCN(CC1)C(C)C ((6-Hydroxy-naphthalen-2-yl)-(4-isopropyl-piperazin-1-yl)-methanone). As a reaction SMILES: [OH:1][C:2]1[CH:3]=[C:4]2[C:9](=[CH:10][CH:11]=1)[CH:8]=[C:7]([C:12]([OH:14])=O)[CH:6]=[CH:5]2.[CH:15]([N:18]1[CH2:23][CH2:22][NH:21][CH2:20][CH2:19]1)([CH3:17])[CH3:16]>>[OH:1][C:2]1[CH:3]=[C:4]2[C:9](=[CH:10][CH:11]=1)[CH:8]=[C:7]([C:12]([N:21]1[CH2:22][CH2:23][N:18]([CH:15]([CH3:17])[CH3:16])[CH2:19][CH2:20]1)=[O:14])[CH:6]=[CH:5]2. Reported procedure: The title compound was synthesised from 6-hydroxy-2-naphtoic acid (commercially available) and N-isopropyl-piperazine (commercially available) according to the procedure described for Example A. MS (m/e): 299.3 (MH+, 100%) Reactants: C(C)O (Ethanol), [Br-].[Li+] (lithium bromide), C(C1=CC=CC=C1)OC(=O)N[C@H](C(C(=O)OC(C)C)O)CC1=CC=CC=C1 (isopropyl (2RS,3S)-3-(benzyloxycarbonyl)amino-2-hydroxy-4-phenylbutyrate), [BH4-].[Na+] (sodium borohydride). The solvent is O1CCCC1 (tetrahydrofuran), O (water). Run at time 8 hour. Yields the product C(C1=CC=CC=C1)OC(=O)N[C@H](C(CO)O)CC1=CC=CC=C1 ((2RS,3S)-3-(Benzyloxycarbonyl)amino-4-phenyl-1,2-butanediol). Reaction SMILES: C(O)C.[Br-].[Li+].[CH2:6]([O:13][C:14]([NH:16][C@@H:17]([CH2:26][C:27]1[CH:32]=[CH:31][CH:30]=[CH:29][CH:28]=1)[CH:18]([OH:25])[C:19](OC(C)C)=[O:20])=[O:15])[C:7]1[CH:12]=[CH:11][CH:10]=[CH:9][CH:8]=1.[BH4-].[Na+]>O1CCCC1.O>[CH2:6]([O:13][C:14]([NH:16][C@@H:17]([CH2:26][C:27]1[CH:28]=[CH:29][CH:30]=[CH:31][CH:32]=1)[CH:18]([OH:25])[CH2:19][OH:20])=[O:15])[C:7]1[CH:8]=[CH:9][CH:10]=[CH:11][CH:12]=1 |f:1.2,4.5|. Procedure: Ethanol (1 ml) and lithium bromide (36.7 mg) are added to a solution of isopropyl (2RS,3S)-3-(benzyloxycarbonyl)amino-2-hydroxy-4-phenylbutyrate (150 mg, Reference compound No. 13-1) in tetrahydrofuran (1 ml). The mixture is cooled with ice, sodium borohydride (42.1 mg) is added to the mixture, and the temperature is raised to room temperature. The whole is stirred overnight, water is added thereto, and the whole is further stirred for one hour. The reaction mixture is concentrated under reduced... The reactants are C(C=C)C=1C=C(C(=NC1)Br)[SiH](C)C (5-allyldimethylsilyl-2-bromopyridine), C(CCC)[Li] (n-butyllithium), CN(C)C=O (DMF). Run in C1CCOC1 (THF). Conditions: time 30 minute. The product is C(C=C)C=1C=C(C(=NC1)C=O)[SiH](C)C (5-Allyldimethylsilyl-2-pyridinecarboxaldehyde). The yield is 36.5%. Reaction SMILES: [CH2:1]([C:4]1[CH:5]=[C:6]([SiH:11]([CH3:13])[CH3:12])[C:7](Br)=[N:8][CH:9]=1)[CH:2]=[CH2:3].C([Li])CCC.CN([CH:22]=[O:23])C>C1COCC1>[CH2:1]([C:4]1[CH:5]=[C:6]([SiH:11]([CH3:13])[CH3:12])[C:7]([CH:22]=[O:23])=[N:8][CH:9]=1)[CH:2]=[CH2:3]. Procedure: To a solution of 5-allyldimethylsilyl-2-bromopyridine (7 Scheme 27, 14.5 g, 56 mmol) in dry THF (400 mL) at −78° C. was added n-butyllithium (2.5 M in hexanes, 22.5 mL, 56 mmol) over a period of 20 min. After stirring 30 min at this temperature, anhydrous DMF (6.5 mL, 84 mmol) was added over a period of 5 min, and the reaction mixture was stirred for 30 min then warmed to room temperature. Saturated NCl (10 mL) was added to the reaction mixture. The layers were separated, and the organic layer w... Reactants: C=1C=CC2=C(C1)C(=O)NC(=O)O2 (Carsalam), IC (iodomethane), C([O-])([O-])=O.[Na+].[Na+] (sodium carbonate). Solvent: CN(C=O)C (dimethylformamide). Conditions: temperature 80 celsius. Yields the product CNC(C=1C(O)=CC=CC1)=O (N-methylsalicylamide). Yield: 77.4%. RXN SMILES: [CH:1]1[CH:2]=[CH:3][C:4]2[O:12][C:10](=O)[NH:9][C:7](=[O:8])[C:5]=2[CH:6]=1.IC.C(=O)([O-])[O-].[Na+].[Na+]>CN(C)C=O>[CH3:10][NH:9][C:7](=[O:8])[C:5]1[C:4](=[CH:3][CH:2]=[CH:1][CH:6]=1)[OH:12] |f:2.3.4|. Procedure details: Carsalam (30.00 g, 0.1840 mol), iodomethane (10.23 ml, 0.1643 mol), sodium carbonate (19.51 g, 0.1840 mol) and dimethylformamide (150 ml) were placed in a 500 ml round bottom flask. The reaction mixture was heated overnight at 80° C. After cooling to room temperature, the reaction mixture was filtered and a white solid collected. This was washed with water and the remaining solid placed into a 250 ml round bottom flask. Water was added to the filtrate from the initial filtration and more, white ... Starting materials: O1C=NC=C1CC(=O)O (2-(oxazol-5-yl)acetic acid), C1(CCC1)OC=1C=C(C=CC1OC)N1C[C@@H](NCC1)CC(C)C ((S)-1-(3-cyclobutlyoxy-4-methoxy-phenyl)-3-isobutyl-piperazine). Product: C1(CCC1)OC=1C=C(C=CC1OC)N1C[C@@H](N(CC1)C(CC1=CN=CO1)=O)CC(C)C ((S)-1-(4-(3-cyclobutoxy-4-methoxyphenyl)-2-isobutylpiperazin-1-yl)-2-(oxazol-5-yl)ethanone). Yield: 4.0%. Reaction SMILES: [O:1]1[C:5]([CH2:6][C:7]([OH:9])=O)=[CH:4][N:3]=[CH:2]1.[CH:10]1([O:14][C:15]2[CH:16]=[C:17]([N:23]3[CH2:28][CH2:27][NH:26][C@@H:25]([CH2:29][CH:30]([CH3:32])[CH3:31])[CH2:24]3)[CH:18]=[CH:19][C:20]=2[O:21][CH3:22])[CH2:13][CH2:12][CH2:11]1>>[CH:10]1([O:14][C:15]2[CH:16]=[C:17]([N:23]3[CH2:28][CH2:27][N:26]([C:7](=[O:9])[CH2:6][C:5]4[O:1][CH:2]=[N:3][CH:4]=4)[C@@H:25]([CH2:29][CH:30]([CH3:32])[CH3:31])[CH2:24]3)[CH:18]=[CH:19][C:20]=2[O:21][CH3:22])[CH2:11][CH2:12][CH2:13]1. Procedure details: Prepared by the method outlined for Example 189 using 2-(oxazol-5-yl)acetic acid and (S)-1-(3-cyclobutlyoxy-4-methoxy-phenyl)-3-isobutyl-piperazine as starting material. Product was obtained as an oil (4%). LC/MS (Method B) 3.62 min, [M+1]+ 428. Reactants: CC=1N(C=CC(N1)=O)[C@H]1[C@H](OC(C2=CC=CC=C2)=O)[C@H](OC(C2=CC=CC=C2)=O)[C@H](O1)COC(C1=CC=CC=C1)=O (2-methyl-1-(2′,3′5′-tri-O-benzoyl-β-D-ribofuranosyl)-pyrimidin-4-one), C[O-].[Na+] (sodium methoxide). Solvent: CO (methanol), CO (MeOH). Reaction conditions: time 8 hour. The product is CC=1N(C=CC(N1)=O)[C@H]1[C@H](O)[C@H](O)[C@H](O1)CO (2-Methyl-1-(-β-D-ribofuranosyl)pyrimidin-4-one). Yield: 39.1%. As a reaction SMILES: [CH3:1][C:2]1[N:3]([C@@H:9]2[O:31][C@H:30]([CH2:32][O:33]C(=O)C3C=CC=CC=3)[C@@H:20]([O:21]C(=O)C3C=CC=CC=3)[C@H:10]2[O:11]C(=O)C2C=CC=CC=2)[CH:4]=[CH:5][C:6](=[O:8])[N:7]=1.C[O-].[Na+]>CO>[CH3:1][C:2]1[N:3]([C@@H:9]2[O:31][C@H:30]([CH2:32][OH:33])[C@@H:20]([OH:21])[C@H:10]2[OH:11])[CH:4]=[CH:5][C:6](=[O:8])[N:7]=1 |f:1.2|. Procedure: To a solution of 2-methyl-1-(2′,3′5′-tri-O-benzoyl-β-D-ribofuranosyl)-pyrimidin-4-one (13.86 g, 25 mmol) in methanol (150 ml) was added 4.37 N sodium methoxide solution in MeOH (2.5 mmol, 0.1 eq.). The solution was stirred overnight at room temperature and then evaporated. The residue was partitioned between water (100 ml) and dichloromethane (2×150 ml). The aqueous layer was neutralized with Dowex 50H+-form and evaporated. The orange oily residue was crystallized from ethanol/acetone 3:1 to giv... The reactants are ClC=1C=C2C(=C(NC2=CC1)C(C1=CC(=CC=C1)C)=O)CC(=O)O ([5-Chloro-2-(3-methylbenzoyl)-1H-indol-3-yl]acetic Acid), BrC=1C=C(C=CC1)Cl (3-bromochlorobenzene). Yields the product ClC=1C=C2C(=C(NC2=CC1)C(C1=CC(=CC=C1)Cl)=O)CC(=O)O ([5-Chloro-2-(3-Chlorobenzoyl)-1H-indol-3-yl]acetic Acid). As a reaction SMILES: [Cl:1][C:2]1[CH:3]=[C:4]2[C:8](=[CH:9][CH:10]=1)[NH:7][C:6]([C:11](=[O:19])[C:12]1[CH:17]=[CH:16][CH:15]=[C:14](C)[CH:13]=1)=[C:5]2[CH2:20][C:21]([OH:23])=[O:22].BrC1C=C([Cl:31])C=CC=1>>[Cl:1][C:2]1[CH:3]=[C:4]2[C:8](=[CH:9][CH:10]=1)[NH:7][C:6]([C:11](=[O:19])[C:12]1[CH:17]=[CH:16][CH:15]=[C:14]([Cl:31])[CH:13]=1)=[C:5]2[CH2:20][C:21]([OH:23])=[O:22]. Procedure: The title compound was prepared according to the procedure described in step 2 of Example 7 from 5-chloro-2-[(N-methoxy-N-methylamino)carbonyl]indole (Example 18, step 1) and 3-bromochlorobenzene. Starting materials: C1(CC1)C1=CC(=NC=2N1N=CC2C#C)C2=CC(=C(C=C2)Cl)Cl (7-cyclopropyl-5-(3,4-dichloro-phenyl)-3-ethynyl-pyrazolo[1,5-a]pyrimidine), BrC1=CC=C(S1)S(=O)(=O)N (5-bromo-thiophene-2-sulfonic acid amide). Yields the product C1(CC1)C1=CC(=NC=2N1N=CC2C#CC2=CC=C(S2)S(=O)(=O)N)C2=CC(=C(C=C2)Cl)Cl (5-[7-Cyclopropyl-5-(3,4-dichloro-phenyl)-pyrazolo[1,5-a]pyrimidin-3-ylethynyl]-thiophene-2-sulfonic acid amide), solid. The yield is 28.0%. As a reaction SMILES: [CH:1]1([C:4]2[N:9]3[N:10]=[CH:11][C:12]([C:13]#[CH:14])=[C:8]3[N:7]=[C:6]([C:15]3[CH:20]=[CH:19][C:18]([Cl:21])=[C:17]([Cl:22])[CH:16]=3)[CH:5]=2)[CH2:3][CH2:2]1.Br[C:24]1[S:28][C:27]([S:29]([NH2:32])(=[O:31])=[O:30])=[CH:26][CH:25]=1>>[CH:1]1([C:4]2[N:9]3[N:10]=[CH:11][C:12]([C:13]#[C:14][C:24]4[S:28][C:27]([S:29]([NH2:32])(=[O:31])=[O:30])=[CH:26][CH:25]=4)=[C:8]3[N:7]=[C:6]([C:15]3[CH:20]=[CH:19][C:18]([Cl:21])=[C:17]([Cl:22])[CH:16]=3)[CH:5]=2)[CH2:3][CH2:2]1. Procedure details: The title compound was prepared from 7-cyclopropyl-5-(3,4-dichloro-phenyl)-3-ethynyl-pyrazolo[1,5-a]pyrimidine (Example C.8) (82 mg, 0.25 mmol) and 5-bromo-thiophene-2-sulfonic acid amide (61 mg, 0.25 mmol) according to general procedure II. Obtained as a yellow solid (35 mg, 28%). MS (ISP) 489.3 [(M+H)+]; mp 213-214° C. Reactants: COC1=C(C=CC=C1)C1=NC2=CC=CC=C2C(N1)=O (2-(2′-Methoxyphenyl)-4-quinazolinone), NC1=C(C(=O)N)C=C(C=C1)N(C)C (2-Amino-5-(N,N-dimethylamino)benzamide), COC=1C=C(C=O)C=CC1 (3-methoxybenzaldehyde). Product: COC=1C=C(C=CC1)C1=NC2=CC=C(C=C2C(N1)=O)N(C)C (2-(3′-Methoxyphenyl)-6-(N,N-dimethylamino)-4-quinazolinone). The yield is 48.4%. As a reaction SMILES: COC1C=CC=CC=1C1NC(=O)C2C(=CC=CC=2)N=1.[NH2:20][C:21]1[CH:29]=[CH:28][C:27]([N:30]([CH3:32])[CH3:31])=[CH:26][C:22]=1[C:23]([NH2:25])=[O:24].[CH3:33][O:34][C:35]1[CH:36]=[C:37]([CH:40]=[CH:41][CH:42]=1)[CH:38]=O>>[CH3:33][O:34][C:35]1[CH:36]=[C:37]([C:38]2[NH:25][C:23](=[O:24])[C:22]3[C:21](=[CH:29][CH:28]=[C:27]([N:30]([CH3:32])[CH3:31])[CH:26]=3)[N:20]=2)[CH:40]=[CH:41][CH:42]=1. Procedure: According to the preparation of 42, 25 (1.0 g, 5.6 mmol) and 3-methoxybenzaldehyde (34) (0.8 g, 5.6 mmol) were used to afford 55 (0.8 g, 51.2%) as pale yellow needles.